The task is: describe an organic reaction: reactants, conditions, products, and yield. This data is from the Open Reaction Database (ORD), a public repository of structured organic reaction records. Starting materials: C(C1=CC=CC=C1)C1=CC=NC=C1 (4-benzylpyridine), C(C)(=O)[O-].[Na+] (sodium acetate), OC1=CC=C(C=C1)C(CC)=O (4'-hydroxypropiophenone), BrBr (bromine). Solvent: C(C)O (ethanol), CO (methanol), O1CCOCC1 (dioxane). Product: CC(C(C=1C=CC(=CC1)O)O)N2CCC(CC2)CC=3C=CC=CC3 (ifenprodil). The yield is 86.1%. Reaction SMILES: [OH:1][C:2]1[CH:7]=[CH:6][C:5]([C:8](=[O:11])[CH2:9][CH3:10])=[CH:4][CH:3]=1.BrBr.[CH2:14]([C:21]1[CH:26]=[CH:25][N:24]=[CH:23][CH:22]=1)[C:15]1[CH:20]=[CH:19][CH:18]=[CH:17][CH:16]=1.C([O-])(=O)C.[Na+]>C(O)C.CO.O1CCOCC1>[CH3:10][CH:9]([N:24]1[CH2:25][CH2:26][CH:21]([CH2:14][C:15]2[CH:16]=[CH:17][CH:18]=[CH:19][CH:20]=2)[CH2:22][CH2:23]1)[CH:8]([OH:11])[C:5]1[CH:6]=[CH:7][C:2]([OH:1])=[CH:3][CH:4]=1 |f:3.4|. Procedure details: To a mixture of 3 ml of dioxane and 1 ml of methanol were added 6.0 g of 4'-hydroxypropiophenone. 6.4 Grams of bromine were added dropwise to the mixture with stirring at room temperature, and the reaction liquid was stirred for an additional 10 minutes. To the reaction liquid were then added 7.5 g of 4-benzylpyridine, 100 ml of ethanol and 3.28 g of anhydrous sodium acetate, and the mixture was refluxed under heating for 5 hours. The reaction mixture was then treated in the same manner as descr... Reactants: CN(C)NC(=O)C=1N(C=C(N1)N)C (N-(N',N'-dimethylamino)-1-methyl-4-aminoimidazole-2-carboxamide), CN1C(=NC(=C1)[N+](=O)[O-])C(=O)Cl (1-methyl-4-nitroimidazole-2-carbonyl chloride). Run in C1CCOC1 (THF), C(Cl)Cl (CH2Cl2). Reaction conditions: temperature -20 celsius, time 8 hour. Product: CN(C)NC(=O)C=1N(C=C(N1)NC(=O)C=1N(C=C(N1)[N+](=O)[O-])C)C (N-(N',N'-dimethylamino)-1-methyl-4-[1-methyl-4-nitroimidazole-2-carboxamido]imidazole-2-carboxamide). Isolated yield 68.8%. As a reaction SMILES: [CH3:1][N:2]([NH:4][C:5]([C:7]1[N:8]([CH3:13])[CH:9]=[C:10]([NH2:12])[N:11]=1)=[O:6])[CH3:3].[CH3:14][N:15]1[CH:19]=[C:18]([N+:20]([O-:22])=[O:21])[N:17]=[C:16]1[C:23](Cl)=[O:24]>C1COCC1.C(Cl)Cl>[CH3:3][N:2]([NH:4][C:5]([C:7]1[N:8]([CH3:13])[CH:9]=[C:10]([NH:12][C:23]([C:16]2[N:15]([CH3:14])[CH:19]=[C:18]([N+:20]([O-:22])=[O:21])[N:17]=2)=[O:24])[N:11]=1)=[O:6])[CH3:1]. Reported procedure: The amine from above was dissolved in dry THF (20 mL) and cooled to -20° C. The stirring reaction mixture was placed under argon and a solution of 1-methyl-4-nitroimidazole-2-carbonyl chloride (2.18 g, 11.5 mmol) in dry CH2Cl2 (10 mL) was added dropwise. The reaction was allowed to warm to room temperature and stirred overnight then concentrated to dryness and water was added. The suspension was filtered and the solid was washed with carbon tetrachloride and water, then dried in-vacuo (80° C.) t... Reactants: CO, O=C(OCc1ccc([N+](=O)[O-])cc1)N1CCn2nc(CO)cc2C1. Product: OCc1cc2n(n1)CCNC2. RXN SMILES: [CH3:25][OH:26].[N+:1]([c:2]1[cH:3][cH:4][c:5]([CH2:6][O:7][C:8](=[O:9])[N:12]2[CH2:13][c:14]3[n:15]([n:18][c:19]([CH2:21][OH:22])[cH:20]3)[CH2:16][CH2:17]2)[cH:10][cH:11]1)([O-:23])=[O:24]>>[NH:12]1[CH2:13][c:14]2[n:15]([n:18][c:19]([CH2:21][OH:22])[cH:20]2)[CH2:16][CH2:17]1. As a reaction SMILES: [CH2:1]([N:4]([C:39]([O:41][C:42]([CH3:45])([CH3:44])[CH3:43])=[O:40])[CH2:5][CH2:6][CH2:7][N:8]([C:32]([O:34][C:35]([CH3:38])([CH3:37])[CH3:36])=[O:33])[CH2:9]/[CH:10]=[CH:11]/[CH2:12][N:13]([C:25]([O:27][C:28]([CH3:31])([CH3:30])[CH3:29])=[O:26])[CH2:14][CH2:15][CH2:16][NH:17][C:18]([O:20][C:21]([CH3:24])([CH3:23])[CH3:22])=[O:19])[CH:2]=[CH2:3].[H-].[Na+].[CH2:48](I)[CH2:49][CH3:50]>CN(C=O)C>[CH2:50]([N:17]([C:18]([O:20][C:21]([CH3:22])([CH3:23])[CH3:24])=[O:19])[CH2:16][CH2:15][CH2:14][N:13]([C:25]([O:27][C:28]([CH3:31])([CH3:29])[CH3:30])=[O:26])[CH2:12]/[CH:11]=[CH:10]/[CH2:9][N:8]([C:32]([O:34][C:35]([CH3:38])([CH3:37])[CH3:36])=[O:33])[CH2:7][CH2:6][CH2:5][N:4]([CH2:1][CH2:2][CH3:3])[C:39]([O:41][C:42]([CH3:45])([CH3:44])[CH3:43])=[O:40])[CH:49]=[CH2:48] |f:1.2|. Reported procedure: To a solution of 0.7 g (1.092 mmol) of (E)-1-allyl-1,5,10,14-tetra-BOC-1,5,10,14-tetraazatetradec-7-ene (see Example 2a) in 9.4 ml of DMF there are added, with stirring, 0.087 g (2.175 mmol) of sodium hydride dispersion (approx. 60%) and, after 5 min., 0.212 ml (2.176 mmol) of propyl iodide. The reaction mixture is stirred for 15 h at room temperature; a further 0.043 g (1.075 mmol) of sodium hydride dispersion (approx. 60%) and 0.106 ml (1.088 mmol) of propyl iodide are added, and the mixture i... Run in CN(C)C=O (DMF). The product is C(C=C)N(CCCN(C\C=C\CN(CCCN(C(=O)OC(C)(C)C)CCC)C(=O)OC(C)(C)C)C(=O)OC(C)(C)C)C(=O)OC(C)(C)C ((E)-1-Allyl-14-propyl-1,5,10,14-tetra-BOC-1,5,10,14-tetraazatetradec-7-ene). The reactants are C(C=C)N(CCCN(C\C=C\CN(CCCNC(=O)OC(C)(C)C)C(=O)OC(C)(C)C)C(=O)OC(C)(C)C)C(=O)OC(C)(C)C ((E)-1-allyl-1,5,10,14-tetra-BOC-1,5,10,14-tetraazatetradec-7-ene), [H-].[Na+] (sodium hydride), C(CC)I (propyl iodide), [H-].[Na+] (sodium hydride), C(CC)I (propyl iodide). Yields the product CN(C(=O)OC(C)(C)C)CCCCC(=O)N1CCOCC1 (4-[5-(N-methyl-N-t-butoxycarbonylamino)valeryl]morpholine). Reported procedure: To a solution of 4-[5-(N-t-butoxycarbonylamino)valeryl]morpholine (1.656 g) in dry N,N-dimethylformamide (20 ml) were added sodium hydride (60% dispersion in mineral oil : 347 mg) and methyl iodide (2.462 g) at 0°-5° C. under nitrogen atmosphere. After being stirred for 6 hours at room temperature, the reaction mixture was added to ethyl acetate (200 ml) and water (200 ml). The organic layer was washed with 0.5 N hydrochloric acid (200 ml), water (200 ml), aqueous sodium bicarbonate (200 ml), wa... Reaction conditions: time 6 hour. RXN SMILES: [C:1]([O:5][C:6]([NH:8][CH2:9][CH2:10][CH2:11][CH2:12][C:13]([N:15]1[CH2:20][CH2:19][O:18][CH2:17][CH2:16]1)=[O:14])=[O:7])([CH3:4])([CH3:3])[CH3:2].[H-].[Na+].CI.[C:25](OCC)(=O)C>CN(C)C=O.O>[CH3:25][N:8]([CH2:9][CH2:10][CH2:11][CH2:12][C:13]([N:15]1[CH2:16][CH2:17][O:18][CH2:19][CH2:20]1)=[O:14])[C:6]([O:5][C:1]([CH3:4])([CH3:2])[CH3:3])=[O:7] |f:1.2|. Starting materials: C(C)(=O)OCC (ethyl acetate), C(C)(C)(C)OC(=O)NCCCCC(=O)N1CCOCC1 (4-[5-(N-t-butoxycarbonylamino)valeryl]morpholine), [H-].[Na+] (sodium hydride), CI (methyl iodide). Solvent: O (water), CN(C=O)C (N,N-dimethylformamide). Reported procedure: 0.597 g (5.14 mmol) of fumaric acid and 1,000 g (2.34 mmol) of molybdenum acetate were dissolved in 900 ml of methanol. After this was stirred for three days at the room temperature, this was kept still for a few days. Thereafter, its precipitation product was suction-filtered, rinsed sufficiently with methanol and then vacuum-dried for 60° C./4 hours, whereby 0.970 g of target substance was obtained. This substance had the specific surface area of 469 m2 /g. And, a measurement according to the ... Reaction SMILES: [C:1]([OH:8])(=[O:7])/[CH:2]=[CH:3]/[C:4]([OH:6])=[O:5].C([O-])(=O)C.[Mo+4:13].C([O-])(=O)C.C([O-])(=O)C.C([O-])(=O)C>CO>[Mo:13].[C:1]([OH:8])(=[O:7])/[CH:2]=[CH:3]/[C:4]([OH:6])=[O:5] |f:1.2.3.4.5,7.8|. The solvent is CO (methanol). Run at time 3 day. Product: [Mo].C(\C=C\C(=O)O)(=O)O (fumaric acid molybdenum). The reactants are C(\C=C\C(=O)O)(=O)O (fumaric acid), C(C)(=O)[O-].[Mo+4].C(C)(=O)[O-].C(C)(=O)[O-].C(C)(=O)[O-] (molybdenum acetate).